This data is from the Open Reaction Database (ORD), a public repository of structured organic reaction records. The task is: describe an organic reaction: reactants, conditions, products, and yield Reactants: FC(C1=CC=C(OC=2C=C(CP(OCC)(OCC)=O)C=CC2)C=C1)(F)F (Diethyl 3-(4-(trifluoromethyl)phenoxy)benzylphosphonate), C(C)(C)(C)OC(=O)N1CCC(CC1)=O (4-oxo-piperidine-1-carboxylic acid tert-butyl ester), [H-].[Na+] (Sodium hydride), O (water). Reagents/catalysts: O1CCOCCOCCOCCOCC1 (1,4,7,10,13-pentaoxacyclopentadecane). Solvent: C1CCOC1 (THF), C1CCOC1 (THF). Run at time 30 minute. The product is FC(C1=CC=C(OC=2C=C(C=C3CCN(CC3)C(=O)OC(C)(C)C)C=CC2)C=C1)(F)F (tert-Butyl 4-(3-(4-(trifluoromethyl)phenoxy)benzylidene)piperidine-1-carboxylate). Yield: 91.8%. RXN SMILES: [F:1][C:2]([F:26])([F:25])[C:3]1[CH:24]=[CH:23][C:6]([O:7][C:8]2[CH:9]=[C:10]([CH:20]=[CH:21][CH:22]=2)[CH2:11]P(=O)(OCC)OCC)=[CH:5][CH:4]=1.[H-].[Na+].[C:29]([O:33][C:34]([N:36]1[CH2:41][CH2:40][C:39](=O)[CH2:38][CH2:37]1)=[O:35])([CH3:32])([CH3:31])[CH3:30].O>C1COCC1.O1CCOCCOCCOCCOCC1>[F:26][C:2]([F:1])([F:25])[C:3]1[CH:4]=[CH:5][C:6]([O:7][C:8]2[CH:9]=[C:10]([CH:20]=[CH:21][CH:22]=2)[CH:11]=[C:39]2[CH2:40][CH2:41][N:36]([C:34]([O:33][C:29]([CH3:32])([CH3:31])[CH3:30])=[O:35])[CH2:37][CH2:38]2)=[CH:23][CH:24]=1 |f:1.2|. Reported procedure: Diethyl 3-(4-(trifluoromethyl)phenoxy)benzylphosphonate (1.7 g, 4.4 mmol) from Step 3 and 1,4,7,10,13-pentaoxacyclopentadecane (15-Crown-5, 0.02 mL, 0.10 mmol) were combined in THF (10 mL). Sodium hydride (195 mg, 60% dispersion in mineral oil, 4.9 mmol) was added. The reaction was stirred for 30 min and then a solution of 4-oxo-piperidine-1-carboxylic acid tert-butyl ester (875 mg, 4.9 mmol) in THF (5 mL) was added. After 16 h, water was added and the layers were separated. The aqueous layer wa... The reactants are CC1=C2CCC(C2=CC=C1NC(C)=O)=O (N-(4-methyl-1-oxo-2,3-dihydro-1H-inden-5-yl)acetamide), C(C)(=O)[O-].[K+] (potassium acetate), C(C)(=O)O (acetic acid), C(C)(=O)OC(C)=O (acetic anhydride), O1CCOCCOCCOCCOCCOCC1 (1,4,7,10,13,16-hexaoxacyclooctadecane), N(=O)OCCC(C)C (isopentyl nitrite). Solvent: C(Cl)(Cl)Cl (chloroform), C(Cl)(Cl)Cl (chloroform). Run at temperature 65 celsius, time 23 hour. Product: C(C)(=O)N1N=CC=2C3=C(C=CC12)C(CC3)=O (3-acetyl-7,8-dihydrocyclopenta[e]indazol-6(3H)-one). Reaction SMILES: [CH3:1][C:2]1[C:10]([NH:11][C:12](=[O:14])[CH3:13])=[CH:9][CH:8]=[C:7]2[C:3]=1[CH2:4][CH2:5][C:6]2=[O:15].C([O-])(=O)C.[K+].C(O)(=O)C.C(OC(=O)C)(=O)C.O1CCOCCOCCOCCOCCOCC1.[N:50](OCCC(C)C)=O>C(Cl)(Cl)Cl>[C:12]([N:11]1[C:10]2[CH:9]=[CH:8][C:7]3[C:6](=[O:15])[CH2:5][CH2:4][C:3]=3[C:2]=2[CH:1]=[N:50]1)(=[O:14])[CH3:13] |f:1.2|. Procedure: A stirred mixture of N-(4-methyl-1-oxo-2,3-dihydro-1H-inden-5-yl)acetamide (20.00 g, 98.40 mmol), potassium acetate (19.32 g, 197 mmol), acetic acid (11.3 mL, 197 mmol), acetic anhydride (18.6 mL, 197 mmol) and 1,4,7,10,13,16-hexaoxacyclooctadecane (5.20 g, 19.7 mmol) in 600 mL of chloroform was heated at 65° C. and isopentyl nitrite (33.0 mL, 246 mmol) was added during 10 minutes. The mixture was stirred at 65° C. for 23 hours and was then allowed to cool to room temperature. The reaction mixtu... Reactants: O=C([O-])[O-], COc1cccc(CCl)c1, O=C(O)C(F)(F)F, O=C(O)C(F)(F)F, [K+], [K+], Nc1nc(N)c2nc(CN3CCNCC3)nnc2n1, CN(C)C=O. The product is COc1cccc(CN2CCN(Cc3nnc4nc(N)nc(N)c4n3)CC2)c1. RXN SMILES: [C:37](=[O:38])([O-:39])[O-:40].[CH3:27][O:28][c:29]1[cH:30][c:31]([CH2:32][Cl:33])[cH:34][cH:35][cH:36]1.[F:20][C:21]([F:22])([F:23])[C:24]([OH:25])=[O:26].[F:43][C:44]([F:45])([F:46])[C:47]([OH:48])=[O:49].[K+:41].[K+:42].[N:1]1([CH2:7][c:8]2[n:9][n:10][c:11]3[c:12]([n:13]2)[c:14]([NH2:19])[n:15][c:16]([NH2:18])[n:17]3)[CH2:2][CH2:3][NH:4][CH2:5][CH2:6]1.[O:50]=[CH:51][N:52]([CH3:53])[CH3:54]>>[N:1]1([CH2:7][c:8]2[n:9][n:10][c:11]3[c:12]([n:13]2)[c:14]([NH2:19])[n:15][c:16]([NH2:18])[n:17]3)[CH2:2][CH2:3][N:4]([CH2:32][c:31]2[cH:30][c:29]([O:28][CH3:27])[cH:36][cH:35][cH:34]2)[CH2:5][CH2:6]1. Starting materials: NC(=O)C=1C=C(C(=O)OC)C=C(C1)C(=O)N(CCC)CCC (methyl 3-(aminocarbonyl)-5-[(dipropylamino)carbonyl]benzoate), C([O-])([O-])=O.[K+].[K+] (potassium carbonate), C(C)(=O)OCC (ethyl acetate). Yields the product C(CC)N(C(=O)C=1C=C(C(=O)OC)C=C(C1)C=1OC=C(N1)C)CCC (methyl 3-[(dipropylamino)carbonyl]-5-(4-methyl-1,3-oxazol-2-yl)benzoate). Reaction SMILES: [NH2:1][C:2]([C:4]1[CH:5]=[C:6]([CH:11]=[C:12]([C:14]([N:16]([CH2:20][CH2:21][CH3:22])[CH2:17][CH2:18][CH3:19])=[O:15])[CH:13]=1)[C:7]([O:9][CH3:10])=[O:8])=[O:3].[C:23](=O)([O-])[O-].[K+].[K+].C(O[CH2:33][CH3:34])(=O)C>>[CH2:20]([N:16]([CH2:17][CH2:18][CH3:19])[C:14]([C:12]1[CH:11]=[C:6]([CH:5]=[C:4]([C:2]2[O:3][CH:23]=[C:33]([CH3:34])[N:1]=2)[CH:13]=1)[C:7]([O:9][CH3:10])=[O:8])=[O:15])[CH2:21][CH3:22] |f:1.2.3|. Reported procedure: A stirred solution of methyl 3-(aminocarbonyl)-5-[(dipropylamino)carbonyl]benzoate (200 mg, 0.65 mmol) chloroacetone (10 mL, 93 mmol) and potassium carbonate (90 mg, 0.65 mmol) was refluxed for 18 h. The reaction mixture was cooled to room temperature, diluted with ethyl acetate, washed with 2 N sodium hydroxide (2×50 mL), and saturated sodium chloride, dried (magnesium sulfate),. and concentrated under reduced pressure. Purification by flash column chromatography (silica, 1:1 ethyl acetate/hexa... The reactants are O=C([O-])[O-], Cc1ccccc1, CCO, COc1ccccc1B(O)O, [Cs+], [Cs+], O=C(O)c1cc(I)cc([N+](=O)[O-])c1, [Pd], c1ccc(P(c2ccccc2)c2ccccc2)cc1, c1ccc(P(c2ccccc2)c2ccccc2)cc1, c1ccc(P(c2ccccc2)c2ccccc2)cc1, c1ccc(P(c2ccccc2)c2ccccc2)cc1. The product is COc1ccccc1-c1cc(C(=O)O)cc([N+](=O)[O-])c1. Reaction SMILES: [C:28](=[O:29])([O-:30])[O-:31].[CH3:111][c:112]1[cH:113][cH:114][cH:115][cH:116][cH:117]1.[CH3:14][CH2:15][OH:16].[CH3:17][O:18][c:19]1[c:20]([B:25]([OH:26])[OH:27])[cH:21][cH:22][cH:23][cH:24]1.[Cs+:32].[Cs+:33].[I:1][c:2]1[cH:3][c:4]([C:5](=[O:6])[OH:7])[cH:8][c:9]([N+:11](=[O:12])[O-:13])[cH:10]1.[Pd:110].[c:34]1([P:35]([c:36]2[cH:37][cH:38][cH:39][cH:40][cH:41]2)[c:42]2[cH:43][cH:44][cH:45][cH:46][cH:47]2)[cH:48][cH:49][cH:50][cH:51][cH:52]1.[c:53]1([P:54]([c:55]2[cH:56][cH:57][cH:58][cH:59][cH:60]2)[c:61]2[cH:62][cH:63][cH:64][cH:65][cH:66]2)[cH:67][cH:68][cH:69][cH:70][cH:71]1.[c:72]1([P:73]([c:74]2[cH:75][cH:76][cH:77][cH:78][cH:79]2)[c:80]2[cH:81][cH:82][cH:83][cH:84][cH:85]2)[cH:86][cH:87][cH:88][cH:89][cH:90]1.[c:91]1([P:92]([c:93]2[cH:94][cH:95][cH:96][cH:97][cH:98]2)[c:99]2[cH:100][cH:101][cH:102][cH:103][cH:104]2)[cH:105][cH:106][cH:107][cH:108][cH:109]1>>[c:2]1(-[c:20]2[c:19]([O:18][CH3:17])[cH:24][cH:23][cH:22][cH:21]2)[cH:3][c:4]([C:5](=[O:6])[OH:7])[cH:8][c:9]([N+:11](=[O:12])[O-:13])[cH:10]1.